This data is from the Open Reaction Database (ORD), a public repository of structured organic reaction records. The task is: describe an organic reaction: reactants, conditions, products, and yield The reactants are BrC1=C(C=CC(=C1)Cl)OC (2-bromo-4-chloro-1-methoxybenzene), C(#C)[Si](C)(C)C (ethynyltrimethylsilane), O (H2O). The reagents and catalysts are [Cu]I (CuI), Cl[Pd]([P](C1=CC=CC=C1)(C2=CC=CC=C2)C3=CC=CC=C3)([P](C4=CC=CC=C4)(C5=CC=CC=C5)C6=CC=CC=C6)Cl (Pd(PPh3)2Cl2). Solvent: CCN(CC)CC (NEt3). Reaction conditions: temperature 80 celsius, time 6 hour. Product: ClC=1C=CC(=C(C1)C#C[Si](C)(C)C)OC (((5-chloro-2-methoxyphenyl)ethynyl)trimethylsilane). Isolated yield 93.1%. Reaction SMILES: Br[C:2]1[CH:7]=[C:6]([Cl:8])[CH:5]=[CH:4][C:3]=1[O:9][CH3:10].[C:11]([Si:13]([CH3:16])([CH3:15])[CH3:14])#[CH:12].O>CCN(CC)CC.[Cu]I.Cl[Pd](Cl)([P](C1C=CC=CC=1)(C1C=CC=CC=1)C1C=CC=CC=1)[P](C1C=CC=CC=1)(C1C=CC=CC=1)C1C=CC=CC=1>[Cl:8][C:6]1[CH:5]=[CH:4][C:3]([O:9][CH3:10])=[C:2]([C:12]#[C:11][Si:13]([CH3:16])([CH3:15])[CH3:14])[CH:7]=1 |^1:29,48|. Reported procedure: A mixture of 2-bromo-4-chloro-1-methoxybenzene (1 g, 4.5 mmol), CuI (43 mg, 0.23 mmol), Pd(PPh3)2Cl2 (0.16 g, 0.23 mmol) in NEt3 (10 mL) was degassed, Then ethynyltrimethylsilane (0.5 g, 5 mmol) was added to the solution, the mixture was stirred at 80° C. for 6 hours. Then the mixture was cooled to 25° C., and added to H2O (50 mL). The mixture was extracted with ethyl acetate and washed with brine, dried over Na2SO4. After the combined organic layers were concentrated, the resulting residue was ...